From a dataset of the Open Reaction Database (ORD), a public repository of structured organic reaction records. describe an organic reaction: reactants, conditions, products, and yield The reactants are CSc1ccc(O)cc1, N#Cc1ccccc1F, [K+], [K+], O=C([O-])[O-], CN(C)C=O. Product: CSc1ccc(Oc2ccccc2C#N)cc1. As a reaction SMILES: [CH3:10][S:11][c:12]1[cH:13][cH:14][c:15]([OH:16])[cH:17][cH:18]1.[F:1][c:2]1[c:3]([C:4]#[N:5])[cH:6][cH:7][cH:8][cH:9]1.[K+:19].[K+:20].[O-:21][C:22]([O-:23])=[O:24].[O:25]=[CH:26][N:27]([CH3:28])[CH3:29]>>[c:2]1([O:16][c:15]2[cH:14][cH:13][c:12]([S:11][CH3:10])[cH:18][cH:17]2)[c:3]([C:4]#[N:5])[cH:6][cH:7][cH:8][cH:9]1. Reactants: Sc1ccc(Cl)cc1, CC(=O)C(Cl)=NNc1cccc(Cl)c1. The product is CC(=O)C(=NNc1cccc(Cl)c1)Sc1ccc(Cl)cc1. As a reaction SMILES: [Cl:15][c:16]1[cH:17][cH:18][c:19]([SH:22])[cH:20][cH:21]1.[Cl:1][C:2]([C:3]([CH3:4])=[O:5])=[N:6][NH:7][c:8]1[cH:9][c:10]([Cl:14])[cH:11][cH:12][cH:13]1>>[C:2]([C:3]([CH3:4])=[O:5])(=[N:6][NH:7][c:8]1[cH:9][c:10]([Cl:14])[cH:11][cH:12][cH:13]1)[S:22][c:19]1[cH:18][cH:17][c:16]([Cl:15])[cH:21][cH:20]1. Reactants: CC[Mg+].[Br-] (EtMgBr), C1CCOC1 (THF), [Si](C)(C)(C(C)(C)C)OCC(C#N)CC1=CC=C(C=C1)Cl (3-(tert-butyldimethylsilyloxy)-2-(4-chlorobenzyl)propanenitrile), Ti(i-PrO)4, [OH-].[Na+] (NaOH). Run in CCOCC (Et2O), C(Cl)Cl (DCM). Reaction conditions: time 1 hour. The product is [Si](C)(C)(C(C)(C)C)OCC(CC1=CC=C(C=C1)Cl)C1(CC1)N (1-(1-(tert-butyldimethylsilyloxy)-3-(4-chlorophenyl)propan-2-yl)cyclopropanamine). Yield: 64.0%. Reaction SMILES: [CH3:1][CH2:2][Mg+].[Br-].C1COCC1.[Si:10]([O:17][CH2:18][CH:19]([CH2:22][C:23]1[CH:28]=[CH:27][C:26]([Cl:29])=[CH:25][CH:24]=1)[C:20]#[N:21])([C:13]([CH3:16])([CH3:15])[CH3:14])([CH3:12])[CH3:11].[OH-].[Na+]>CCOCC.C(Cl)Cl>[Si:10]([O:17][CH2:18][CH:19]([C:20]1([NH2:21])[CH2:2][CH2:1]1)[CH2:22][C:23]1[CH:24]=[CH:25][C:26]([Cl:29])=[CH:27][CH:28]=1)([C:13]([CH3:16])([CH3:15])[CH3:14])([CH3:12])[CH3:11] |f:0.1,4.5|. Procedure details: A solution of EtMgBr in THF (3.0M, 8.0 mL, 24 mmol) was added dropwise at room temperature to a stirred solution of 3-(tert-butyldimethylsilyloxy)-2-(4-chlorobenzyl)propanenitrile (3.7 g, 12 mmol) and Ti(i-PrO)4 (3.9 mL, 13 mmol) in Et2O (50 mL). After the mixture was stirred at room temperature for 1 hour, BF3OEt (3.0 mL, 24 mmol) was added at once. The mixture was stirred for an additional 1 hour. A solution of 10% NaOH (10 mL) was added, followed by DCM (300 mL). The resulting precipitate was... Starting materials: CO, NC(=O)NCCOC1CCCCO1, [N-]=[N+]=CCOC1CCCCO1, CC12C=CC(=O)C=C1CCC1C2C(O)CC2(C)C1CC(O)C2(O)C(=O)CO. The product is CC12C=CC(=O)C=C1CCC1C2C(O)CC2(C)C1CC(OCCOC1CCCCO1)C2(O)C(=O)CO. RXN SMILES: [CH3:52][OH:53].[O:12]1[CH2:13][CH2:14][CH2:15][CH2:16][CH:17]1[O:18][CH2:19][CH2:20][NH:21][C:22]([NH2:23])=[O:24].[O:1]1[CH:2]([O:7][CH2:8][CH:9]=[N+:10]=[N-:11])[CH2:3][CH2:4][CH2:5][CH2:6]1.[OH:25][CH:26]1[CH:27]2[C:28]3([CH3:51])[CH:29]=[CH:30][C:31](=[O:50])[CH:32]=[C:33]3[CH2:34][CH2:35][CH:36]2[CH:37]2[CH2:38][CH:39]([OH:49])[C:40]([C:41]([CH2:42][OH:43])=[O:44])([OH:48])[C:45]2([CH3:47])[CH2:46]1>>[O:1]1[CH:2]([O:7][CH2:8][CH2:9][O:49][CH:39]2[CH2:38][CH:37]3[CH:36]4[CH:27]([CH:26]([OH:25])[CH2:46][C:45]3([CH3:47])[C:40]2([C:41]([CH2:42][OH:43])=[O:44])[OH:48])[C:28]2([CH3:51])[CH:29]=[CH:30][C:31](=[O:50])[CH:32]=[C:33]2[CH2:34][CH2:35]4)[CH2:3][CH2:4][CH2:5][CH2:6]1.